From a dataset of the Open Reaction Database (ORD), a public repository of structured organic reaction records. describe an organic reaction: reactants, conditions, products, and yield Reactants: C=CC(=O)OC, O=C(Cc1ccccc1)c1cccc(OCc2ccccc2)c1, CC(C)(C)[O-], [K+], C1CCOC1. Yields the product COC(=O)CCC(C(=O)c1cccc(OCc2ccccc2)c1)c1ccccc1. Reaction SMILES: [C:30]([CH:31]=[CH2:32])(=[O:33])[O:34][CH3:35].[CH2:1]([c:2]1[cH:3][cH:4][cH:5][cH:6][cH:7]1)[O:8][c:9]1[cH:10][c:11]([C:15](=[O:16])[CH2:17][c:18]2[cH:19][cH:20][cH:21][cH:22][cH:23]2)[cH:12][cH:13][cH:14]1.[CH3:24][C:25]([CH3:26])([O-:27])[CH3:28].[K+:29].[O:36]1[CH2:37][CH2:38][CH2:39][CH2:40]1>>[CH2:1]([c:2]1[cH:3][cH:4][cH:5][cH:6][cH:7]1)[O:8][c:9]1[cH:10][c:11]([C:15](=[O:16])[CH:17]([c:18]2[cH:19][cH:20][cH:21][cH:22][cH:23]2)[CH2:32][CH2:31][C:30](=[O:33])[O:34][CH3:35])[cH:12][cH:13][cH:14]1.